From a dataset of the Open Reaction Database (ORD), a public repository of structured organic reaction records. describe an organic reaction: reactants, conditions, products, and yield Product: N#Cc1cc(C(=O)c2ccccc2)ccc1N. The reactants are N#Cc1cc(C(=O)c2ccccc2)ccc1[N+](=O)[O-], CCOC(C)=O, CCO, ClCCl, Cl, [Fe]. As a reaction SMILES: [C:1](#[N:2])[c:3]1[cH:4][c:5]([C:6](=[O:7])[c:8]2[cH:9][cH:10][cH:11][cH:12][cH:13]2)[cH:14][cH:15][c:16]1[N+:17]([O-:18])=[O:19].[CH3:21][CH2:22][O:23][C:24](=[O:25])[CH3:26].[CH3:27][CH2:28][OH:29].[Cl:30][CH2:31][Cl:32].[ClH:20].[Fe:33]>>[C:1](#[N:2])[c:3]1[cH:4][c:5]([C:6](=[O:7])[c:8]2[cH:9][cH:10][cH:11][cH:12][cH:13]2)[cH:14][cH:15][c:16]1[NH2:17]. Reactants: C(C(C)C)[Al](CC(C)C)CC(C)C (triisobutylaluminium), C(C)(C)(C)C1=C(C(=CC(=C1)C)C(C)(C)C)O (2,6-di-t-butyl-4-methylphenol). The solvent is CCCCC (pentane), CCCCC (pentane), CCCCC (pentane). Yields the product C(C)(C)(C)C1=C(O[Al](CC(C)C)OC2=C(C=C(C=C2C(C)(C)C)C)C(C)(C)C)C(=CC(=C1)C)C(C)(C)C (bis-(2,6-di-t-butyl-4-methylphenoxy)-isobutylaluminium). RXN SMILES: C([Al:5]([CH2:10][CH:11]([CH3:13])[CH3:12])CC(C)C)C(C)C.[C:14]([C:18]1[CH:23]=[C:22]([CH3:24])[CH:21]=[C:20]([C:25]([CH3:28])([CH3:27])[CH3:26])[C:19]=1[OH:29])([CH3:17])([CH3:16])[CH3:15]>CCCCC>[C:25]([C:20]1[CH:21]=[C:22]([CH3:24])[CH:23]=[C:18]([C:14]([CH3:17])([CH3:16])[CH3:15])[C:19]=1[O:29][Al:5]([O:29][C:19]1[C:20]([C:25]([CH3:26])([CH3:27])[CH3:28])=[CH:21][C:22]([CH3:24])=[CH:23][C:18]=1[C:14]([CH3:17])([CH3:16])[CH3:15])[CH2:10][CH:11]([CH3:12])[CH3:13])([CH3:28])([CH3:27])[CH3:26]. Procedure: Using a 250 ml balloon flask in an argon atmosphere and provided with a magnetic stirrer rod, a solution of 2 ml of triisobutylaluminium in 30 ml of pentane is introduced, then a solution of 3.49 g of 2,6-di-t-butyl-4-methylphenol in 40 ml of pentane is injected drop by drop with agitation and at ambient temperature. After about 30 hours of reaction the pentane is evaporated under vacuum and analysis of the remaining white solid indicates that it is essentially formed by bis-(2,6-di-t-butyl-4-me... RXN SMILES: [CH3:1][O:2][C:3]([CH:4]([CH2:5][CH:6]1[CH2:7][CH2:8][CH2:9][CH2:10]1)[c:11]1[cH:12][c:13]([F:21])[c:14]([S:17](=[O:18])(=[O:19])[CH3:20])[cH:15][cH:16]1)=[O:22].[CH3:23][NH:24][C:25](=[O:26])[NH2:27].[CH3:28][O-:29].[CH3:31][O-:32].[CH3:33][OH:34].[Mg+2:30]>>[C:3]([CH:4]([CH2:5][CH:6]1[CH2:7][CH2:8][CH2:9][CH2:10]1)[c:11]1[cH:12][c:13]([F:21])[c:14]([S:17](=[O:18])(=[O:19])[CH3:20])[cH:15][cH:16]1)(=[O:22])[NH:27][C:25]([NH:24][CH3:23])=[O:26]. Starting materials: COC(=O)C(CC1CCCC1)c1ccc(S(C)(=O)=O)c(F)c1, CNC(N)=O, C[O-], C[O-], CO, [Mg+2]. Product: CNC(=O)NC(=O)C(CC1CCCC1)c1ccc(S(C)(=O)=O)c(F)c1. Reactants: ClC1=C2C(C(NC2=CC=C1Cl)=O)(C1=C(C=CC(=C1)C)OC)N1[C@H](C(=O)N(C)C)C[C@H](C1)F ((4R)-1-[4,5-dichloro-3-(2-methoxy-5-methylphenyl)-2-oxo-2,3-dihydro-1H-indol-3-yl]-4-fluoro-N,N-dimethyl-L-prolinamide), C([O-])([O-])=O.[K+].[K+] (potassium carbonate), COC1=C(C=CC(=C1)OC)S(=O)(=O)Cl (2,4-dimethoxybenzenesulfonyl chloride), [H-].[Na+] (sodium hydride). Run in C(C)OC(C)=O (ethylacetate), O1CCCC1 (tetrahydrofuran), O1CCCC1 (tetrahydrofuran). Reaction conditions: time 2 hour. Yields the product ClC1=C2C(C(N(C2=CC=C1Cl)S(=O)(=O)C1=C(C=C(C=C1)OC)OC)=O)(C1=C(C=CC(=C1)C)OC)N1[C@H](C(=O)N(C)C)C[C@H](C1)F ((4R)-1-[4,5-dichloro-1-[(2,4-dimethoxyphenyl)sulfonyl]-3-(2-methoxy-5-methylphenyl)-2-oxo-2,3-dihydro-1H-indol-3-yl]-4-fluoro-N,N-dimethyl-L-prolinamide). RXN SMILES: [Cl:1][C:2]1[C:10]([Cl:11])=[CH:9][CH:8]=[C:7]2[C:3]=1[C:4]([N:22]1[CH2:31][C@H:30]([F:32])[CH2:29][C@H:23]1[C:24]([N:26]([CH3:28])[CH3:27])=[O:25])([C:13]1[CH:18]=[C:17]([CH3:19])[CH:16]=[CH:15][C:14]=1[O:20][CH3:21])[C:5](=[O:12])[NH:6]2.[H-].[Na+].[CH3:35][O:36][C:37]1[CH:42]=[C:41]([O:43][CH3:44])[CH:40]=[CH:39][C:38]=1[S:45](Cl)(=[O:47])=[O:46].C(=O)([O-])[O-].[K+].[K+]>C(OC(=O)C)C.O1CCCC1>[Cl:1][C:2]1[C:10]([Cl:11])=[CH:9][CH:8]=[C:7]2[C:3]=1[C:4]([N:22]1[CH2:31][C@H:30]([F:32])[CH2:29][C@H:23]1[C:24]([N:26]([CH3:28])[CH3:27])=[O:25])([C:13]1[CH:18]=[C:17]([CH3:19])[CH:16]=[CH:15][C:14]=1[O:20][CH3:21])[C:5](=[O:12])[N:6]2[S:45]([C:38]1[CH:39]=[CH:40][C:41]([O:43][CH3:44])=[CH:42][C:37]=1[O:36][CH3:35])(=[O:47])=[O:46] |f:1.2,4.5.6|. Reported procedure: 301 mg of the compound obtained in step 16-2 (diastereoisomer mixture) was added under ice cooling and a nitrogen atmosphere to a 3 mL tetrahydrofuran solution of 26 mg of sodium hydride, and the reaction mixture was stirred for 20 minutes. After this, a 2 mL tetrahydrofuran solution of 170 mg of 2,4-dimethoxybenzenesulfonyl chloride was added dropwise, and the reaction mixture was stirred for 2 hours at room temperature. Then 5 mL of ethylacetate and 10 mL of a 5% potassium carbonate aqueous so...